This data is from the Open Reaction Database (ORD), a public repository of structured organic reaction records. The task is: describe an organic reaction: reactants, conditions, products, and yield The reactants are C(C)(C)(C)OC(=O)N(C1=CC(=CC(=N1)C[C@H]1CN(C[C@H]1OCCNCC1=C(C=CC=C1)F)C(=O)OC(C)(C)C)C)C(=O)OC(C)(C)C ((3S,4S)-tert-Butyl 3-((6-(bis(tert-butoxycarbonyl)amino)-4-methylpyridin-2-yl)methyl)-4-(2-(2-fluorobenzylamino)ethoxy)pyrrolidine-1-carboxylate), Cl (HCl). Solvent: CO (MeOH). Conditions: time 12 hour. The product is FC1=C(CNCCO[C@H]2[C@H](CNC2)CC2=CC(=CC(=N2)N)C)C=CC=C1 (6-(((3S,4S)-4-(2-(2-Fluorobenzylamino)ethoxy)pyrrolidin-3-yl)methyl)-4-methylpyridin-2-amine). Yield: 106.0%. As a reaction SMILES: C(OC([N:8](C(OC(C)(C)C)=O)[C:9]1[N:14]=[C:13]([CH2:15][C@@H:16]2[C@H:20]([O:21][CH2:22][CH2:23][NH:24][CH2:25][C:26]3[CH:31]=[CH:30][CH:29]=[CH:28][C:27]=3[F:32])[CH2:19][N:18](C(OC(C)(C)C)=O)[CH2:17]2)[CH:12]=[C:11]([CH3:40])[CH:10]=1)=O)(C)(C)C.Cl>CO>[F:32][C:27]1[CH:28]=[CH:29][CH:30]=[CH:31][C:26]=1[CH2:25][NH:24][CH2:23][CH2:22][O:21][C@@H:20]1[CH2:19][NH:18][CH2:17][C@@H:16]1[CH2:15][C:13]1[N:14]=[C:9]([NH2:8])[CH:10]=[C:11]([CH3:40])[CH:12]=1. Procedure: To a solution of 7a (70 mg, 0.10 mmol) in MeOH (2 mL) was added 6 N HCl (4 mL) at room temperature. The mixture was stirred for 12 h and then concentrated. The crude product was purified by recrystallization (EtOH/H2O) to give inhibitor 3a (38 mg, 97%): 1H NMR (500 MHz, D2O) δ 2.18 (s, 3H), 2.68-2.73 (m, 1H), 2.76-2.82 (dd, J=7.0, 15.5 Hz, 1H), 2.85-2.90 (dd, J=8.0, 15.0 Hz, 1H), 3.04-3.09 (t, J=11.5 Hz, 1H), 3.15-3.25 (m, 2H), 3.39-3.43 (dd, J=8.5, 11.5 Hz, 1H), 3.50-3.53 (d, J=13.5 Hz, 1H), 3.... Starting materials: ice, [BH4-].[Li+] (lithium borohydride), [BH4-].[Li+] (lithium borohydride), FC1=C(C=C2C=C(NC2=C1OCCOC)C=1SC(CN1)CC(=O)OCC)OC=1C=NC(=CC1)S(=O)(=O)C (ethyl {2-[6-fluoro-7-(2-methoxyethoxy)-5-{[6-(methylsulfonyl)pyridin-3-yl]oxy}-1H-indol-2-yl]-4,5-dihydro-1,3-thiazol-5-yl}acetate), CO (methanol), [BH4-].[Li+] (lithium borohydride). The solvent is O1CCCC1 (tetrahydrofuran). Conditions: time 2.5 hour. The product is FC1=C(C=C2C=C(NC2=C1OCCOC)C=1SC(CN1)CCO)OC=1C=NC(=CC1)S(=O)(=O)C (2-{2-[6-Fluoro-7-(2-methoxyethoxy)-5-{[6-(methylsulfonyl)pyridin-3-yl]oxy}-1H-indol-2-yl]-4,5-dihydro-1,3-thiazol-5-yl}ethanol). The yield is 41.1%. Reaction SMILES: [F:1][C:2]1[C:10]([O:11][CH2:12][CH2:13][O:14][CH3:15])=[C:9]2[C:5]([CH:6]=[C:7]([C:16]3[S:17][CH:18]([CH2:21][C:22](OCC)=[O:23])[CH2:19][N:20]=3)[NH:8]2)=[CH:4][C:3]=1[O:27][C:28]1[CH:29]=[N:30][C:31]([S:34]([CH3:37])(=[O:36])=[O:35])=[CH:32][CH:33]=1.CO.[BH4-].[Li+]>O1CCCC1>[F:1][C:2]1[C:10]([O:11][CH2:12][CH2:13][O:14][CH3:15])=[C:9]2[C:5]([CH:6]=[C:7]([C:16]3[S:17][CH:18]([CH2:21][CH2:22][OH:23])[CH2:19][N:20]=3)[NH:8]2)=[CH:4][C:3]=1[O:27][C:28]1[CH:29]=[N:30][C:31]([S:34]([CH3:37])(=[O:35])=[O:36])=[CH:32][CH:33]=1 |f:2.3|. Procedure details: To an ice-cooled and stirred solution of ethyl {2-[6-fluoro-7-(2-methoxyethoxy)-5-{[6-(methylsulfonyl)pyridin-3-yl]oxy}-1H-indol-2-yl]-4,5-dihydro-1,3-thiazol-5-yl}acetate (200 mg) in tetrahydrofuran (8 mL)-methanol (6 mL) was added lithium borohydride (40 mg), and the mixture was stirred at room temperature for 2.5 h, followed by an addition of lithium borohydride (40 mg). After the mixture was stirred at room temperature for 2 h, lithium borohydride (40 mg) was further added thereto. After sti... Reactants: CCOC(=O)C1CC(=O)C(CC1=O)C(=O)OCC (diethyl 1,4-cyclohexanedione-2,5-dicarboxylate), C(O)(O)=O.NNC(=N)N.NNC(=N)N (aminoguanidine aminoguanidine bicarbonate). The solvent is C(CCC)O (n-butanol). Product: NC=1N(C(C2=C(CC=3C(N(C(=NC3C2)N)N)=O)N1)=O)N (2,3,7,8-tetraamino-3,5,8,10-tetrahydropyrimido[4,5-g]quinazoline-4,9-dione). Isolated yield 123.2%. Reaction SMILES: CC[O:3][C:4]([CH:6]1[C:12](=O)[CH2:11][CH:10]([C:14]([O:16]CC)=O)[C:8](=O)[CH2:7]1)=O.C(=O)(O)O.[NH2:23][NH:24][C:25]([NH2:27])=[NH:26].[NH2:28][NH:29][C:30]([NH2:32])=[NH:31]>C(O)CCC>[NH2:26][C:25]1[N:24]([NH2:23])[C:14](=[O:16])[C:10]2[CH2:11][C:12]3[N:31]=[C:30]([NH2:32])[N:29]([NH2:28])[C:4](=[O:3])[C:6]=3[CH2:7][C:8]=2[N:27]=1 |f:1.2.3|. Procedure details: A mixture of 12.8 g of diethyl 1,4-cyclohexanedione-2,5-dicarboxylate and 13.6 g of aminoguanidine aminoguanidine bicarbonate in 100 ml of n-butanol was heated at reflux for 9 hours. Cooling produced 17 g of the desired intermediate, mdesired intermediate, mp>300° C. The reactants are O.O.[O-]S(=O)(=O)[O-].[Ca+2] (phosphogypsum), S(O)(O)(=O)=O (sulfuric acid). The product is O=[O+][O-] (ozone), O.O.[O-]S(=O)(=O)[O-].[Ca+2] (phosphogypsum). As a reaction SMILES: [OH2:1].[OH2:2].[O-:3][S:4]([O-:7])(=[O:6])=[O:5].[Ca+2:8].S(=O)(=O)(O)[OH:10]>>[O:1]=[O+:2][O-:3].[OH2:10].[OH2:3].[O-:6][S:4]([O-:7])(=[O:5])=[O:3].[Ca+2:8] |f:0.1.2.3,6.7.8.9|. Procedure details: The same phosphogypsum suspension having a whiteness grade equal to 65 was acidified up to pH equal to 3 by using a sulfuric acid solution. After treatment with 500 parts per millions of ozone a phosphogypsum having a whiteness grade equal to 77 was obtained. The reactants are [OH-].[Na+] (sodium hydroxide), ClC(F)F (chlorodifluoromethane), ClC1=C(C=C(C(=C1)F)[N+](=O)[O-])O (2-chloro-4-fluoro-5-nitrophenol), [OH-].[Na+] (sodium hydroxide), resultant mixture, Cl (hydrochloride). Run in ClCCl (dichloromethane), O (water), C(C)(C)O (isopropanol). Run at time 4 hour. Yields the product ClC1=CC(=C(C=C1OC(F)F)[N+](=O)[O-])F (4-Chloro-5-difluoromethoxy-2-fluoronitrobenzene). RXN SMILES: [Cl:1][C:2]1[CH:7]=[C:6]([F:8])[C:5]([N+:9]([O-:11])=[O:10])=[CH:4][C:3]=1[OH:12].[OH-].[Na+].Cl[CH:16]([F:18])[F:17].Cl>ClCCl.O.C(O)(C)C>[Cl:1][C:2]1[C:3]([O:12][CH:16]([F:18])[F:17])=[CH:4][C:5]([N+:9]([O-:11])=[O:10])=[C:6]([F:8])[CH:7]=1 |f:1.2|. Reported procedure: To 0.53 g of 2-chloro-4-fluoro-5-nitrophenol XV-1 were added 3 ml of isopropanol, 3 ml of water and 0.72 g of sodium hydroxide, and the resultant mixture was heated at 50° to 60° C. while introducing chlorodifluoromethane gas for 4 hours. The mixture was stirred for 4 hours and during that period mixed twice with 0.50 g of sodium hydroxide at intervals of 1.5 hours. After cooling, the reaction mixture was neutralized with 2N hydrochloride acid and shaken with dichloromethane. The dichloromethane... The reactants are C(#N)C1=C(OC2=C1C=C(C(=C2)N(S(=O)(=O)C)CC2=CC=C(C=C2)OC)C2CC2)C2=CC=C(C=C2)F (N-[3-cyano-5-cyclopropyl-2-(4-fluorophenyl)-1-benzofuran-6-yl]-N-(4-methoxybenzyl)methanesulfonamide), NO (hydroxylamine). The solvent is C(C)O (ethanol). Run at temperature 140 celsius. The product is C1(CC1)C=1C(=CC2=C(C(=C(O2)C2=CC=C(C=C2)F)C(N)=NO)C1)N(S(=O)(=O)C)CC1=CC=C(C=C1)OC (5-cyclopropyl-2-(4-fluorophenyl)-N′-hydroxy-6-[(4-methoxybenzyl)(methylsulfonyl)amino]-1-benzofuran-3-carboximidamide). RXN SMILES: [C:1]([C:3]1[C:7]2[CH:8]=[C:9]([CH:26]3[CH2:28][CH2:27]3)[C:10]([N:12]([CH2:17][C:18]3[CH:23]=[CH:22][C:21]([O:24][CH3:25])=[CH:20][CH:19]=3)[S:13]([CH3:16])(=[O:15])=[O:14])=[CH:11][C:6]=2[O:5][C:4]=1[C:29]1[CH:34]=[CH:33][C:32]([F:35])=[CH:31][CH:30]=1)#[N:2].[NH2:36][OH:37]>C(O)C>[CH:26]1([C:9]2[C:10]([N:12]([CH2:17][C:18]3[CH:19]=[CH:20][C:21]([O:24][CH3:25])=[CH:22][CH:23]=3)[S:13]([CH3:16])(=[O:15])=[O:14])=[CH:11][C:6]3[O:5][C:4]([C:29]4[CH:30]=[CH:31][C:32]([F:35])=[CH:33][CH:34]=4)=[C:3]([C:1](=[N:36][OH:37])[NH2:2])[C:7]=3[CH:8]=2)[CH2:28][CH2:27]1. Reported procedure: To a 20 mL microwave tube was added the product from Example 8B (340 mg, 0.693 mmol) and hydroxylamine (50 weight % in water, 6.0 mL, 102 mmol) in ethanol (6 mL). The vial was sealed and heated in a microwave reactor (Personal Chemistry (Biotage), Emrys Creator, 300 W maximum) at 140° C. for 30 minutes. The mixture was partitioned between ethyl acetate and water. The organic layer was washed with brine, dried over sodium sulfate, filtered and concentrated to give the title compound which was use... Yields the product COC([C@@H](NCCC#N)CC(C)C)=O (N-(2-Cyanoethyl)leucine Methyl Ester). RXN SMILES: [CH3:1][O:2][C:3](=[O:10])[C@H:4]([CH2:6][CH:7]([CH3:9])[CH3:8])[NH2:5]>C(#N)C=C>[CH3:1][O:2][C:3](=[O:10])[C@H:4]([CH2:6][CH:7]([CH3:9])[CH3:8])[NH:5][CH2:7][CH2:6][C:4]#[N:5]. Procedure details: A solution of leucine methyl ester (0.590 mmol) in acrylonitrile (2 ml) was heated at reflux. Evaporation provided a residue which was chromatographed on silica gel to give desired compound. Reactants: COC([C@@H](N)CC(C)C)=O (leucine methyl ester). The solvent is C(C=C)#N (acrylonitrile).